This data is from the Open Reaction Database (ORD), a public repository of structured organic reaction records. The task is: describe an organic reaction: reactants, conditions, products, and yield As a reaction SMILES: [C:17]([CH3:18])([CH3:19])([CH3:20])[O:21][C:22]([NH:23][CH:24]1[CH2:25][CH2:26][CH:27]([CH2:30][CH:31]=[O:32])[CH2:28][CH2:29]1)=[O:33].[Cl:1][c:2]1[c:3]([C:9](=[O:10])[CH:11]2[CH2:12][CH2:13][NH:14][CH2:15][CH2:16]2)[cH:4][cH:5][c:6]([Cl:8])[cH:7]1>>[Cl:1][c:2]1[c:3]([C:9](=[O:10])[CH:11]2[CH2:12][CH2:13][N:14]([CH2:31][CH2:30][CH:27]3[CH2:26][CH2:25][CH:24]([NH:23][C:22]([O:21][C:17]([CH3:18])([CH3:19])[CH3:20])=[O:33])[CH2:29][CH2:28]3)[CH2:15][CH2:16]2)[cH:4][cH:5][c:6]([Cl:8])[cH:7]1. The product is CC(C)(C)OC(=O)NC1CCC(CCN2CCC(C(=O)c3ccc(Cl)cc3Cl)CC2)CC1. Reactants: CC(C)(C)OC(=O)NC1CCC(CC=O)CC1, O=C(c1ccc(Cl)cc1Cl)C1CCNCC1. The reactants are COC(=O)C1=NNC=C1[N+](=O)[O-] (4-nitro-1H-pyrazole-3-carboxylic acid methyl ester), C([O-])([O-])=O.[Cs+].[Cs+] (cesium carbonate). Run in CN(C=O)C (N,N-dimethylformamide), IC (iodomethane). Reaction conditions: time 30 minute. Product: COC(=O)C=1N(N=CC1[N+](=O)[O-])C (4-nitro-2-methyl-2H-pyrazole-3-carboxylic acid methyl ester), compound. The yield is 53.0%. RXN SMILES: [CH3:1][O:2][C:3]([C:5]1[C:9]([N+:10]([O-:12])=[O:11])=[CH:8][NH:7][N:6]=1)=[O:4].[C:13](=O)([O-])[O-].[Cs+].[Cs+]>CN(C)C=O.IC>[CH3:1][O:2][C:3]([C:5]1[N:6]([CH3:13])[N:7]=[CH:8][C:9]=1[N+:10]([O-:12])=[O:11])=[O:4] |f:1.2.3|. Procedure details: 340 mg (1.99 mM) of 4-nitro-1H-pyrazole-3-carboxylic acid methyl ester was dissolved in 4 ml of N,N-dimethylformamide, to which 0.33 ml (2.19 mM) of iodomethane and 1.3 g (3.98 mM) of cesium carbonate were added dropwise, and the resulting mixture was stirred under a nitrogen atmosphere for 30 minutes. The solvent was distilled off under reduced pressure, and the resultant was extracted with ethyl acetate and brine. The organic solvent layer was dried over anhydrous sodium sulfate, filtered, and...